describe an organic reaction: reactants, conditions, products, and yield From a dataset of the Open Reaction Database (ORD), a public repository of structured organic reaction records. The reactants are C(#N)C1=CC=C(C(=O)Cl)C=C1 (4-cyanobenzoyl chloride), bis-(dibenzylideneacetone)-palladium(O), C=CC1=CC=CC=C1 (styrene), C(CCCCCCC)N(CCCCCCCC)CCCCCCCC (tri-n-octylamine). The solvent is C(CCC)(=O)OCC (ethyl butyrate). Product: C(#N)C1=CC=C(C=C1)C=CC1=CC=CC=C1 (4-cyanostilbene). Isolated yield 26.8%. RXN SMILES: [C:1]([C:3]1[CH:11]=[CH:10][C:6]([C:7](Cl)=O)=[CH:5][CH:4]=1)#[N:2].C=[CH:13][C:14]1[CH:19]=[CH:18][CH:17]=[CH:16][CH:15]=1.C(N(CCCCCCCC)CCCCCCCC)CCCCCCC>C(OCC)(=O)CCC>[C:1]([C:3]1[CH:11]=[CH:10][C:6]([CH:7]=[CH:13][C:14]2[CH:19]=[CH:18][CH:17]=[CH:16][CH:15]=2)=[CH:5][CH:4]=1)#[N:2]. Procedure: The procedure described in Example 1 is followed, except that 16.55 g (0.1 mol) of 4-cyanobenzoyl chloride, 13.02 g (0.125 mol) of styrene, 35.37 g (0.1 mol) of tri-n-octylamine, 50 ml of ethyl butyrate as the solvent and 0.0575 g (0.0001 mol) of bis-(dibenzylideneacetone)-palladium(O) are used. After a reaction time of 2 hours at 100° C., 5.5 g (0.0268 mol) of 4-cyanostilbene, corresponding to a yield of 26.8% of theory, are obtained; melting point 119° C. Procedure details: Prepared as described in Example 1 from (1R,2S)-2-amino-1-phenylpropan-1-ol (257 mg, 1.70 mmol), and 1-(4-fluorophenyl)-5-iodo-6-methylindazole (200 mg, 0.57 mmol). Yield 169 mg (79%). RXN SMILES: [NH2:1][C@@H:2]([CH3:11])[C@@H:3]([C:5]1[CH:10]=[CH:9][CH:8]=[CH:7][CH:6]=1)[OH:4].[F:12][C:13]1[CH:18]=[CH:17][C:16]([N:19]2[C:27]3[C:22](=[CH:23][C:24](I)=[C:25]([CH3:28])[CH:26]=3)[CH:21]=[N:20]2)=[CH:15][CH:14]=1>>[F:12][C:13]1[CH:14]=[CH:15][C:16]([N:19]2[C:27]3[C:22](=[CH:23][C:24]([O:4][C@H:3]([C:5]4[CH:10]=[CH:9][CH:8]=[CH:7][CH:6]=4)[C@@H:2]([NH2:1])[CH3:11])=[C:25]([CH3:28])[CH:26]=3)[CH:21]=[N:20]2)=[CH:17][CH:18]=1. Yields the product FC1=CC=C(C=C1)N1N=CC2=CC(=C(C=C12)C)O[C@@H]([C@H](C)N)C1=CC=CC=C1 ((1R,2S)-1-[1-(4-Fluorophenyl)-6-methyl-indazol-5-yl]oxy-1-phenyl-propan-2-amine). The reactants are N[C@H]([C@H](O)C1=CC=CC=C1)C ((1R,2S)-2-amino-1-phenylpropan-1-ol), FC1=CC=C(C=C1)N1N=CC2=CC(=C(C=C12)C)I (1-(4-fluorophenyl)-5-iodo-6-methylindazole). RXN SMILES: [Br:1][CH2:2][CH2:3][CH2:4][OH:5].[CH3:6][S:7](Cl)(=[O:9])=[O:8].CCOCC>C(N(CC)CC)C>[CH3:6][S:7]([O:5][CH2:4][CH2:3][CH2:2][Br:1])(=[O:9])=[O:8]. Reaction conditions: time 1 hour. Run in C(C)N(CC)CC (triethylamine). Starting materials: BrCCCO (3-bromo-1-propanol), CS(=O)(=O)Cl (methane sulfonyl chloride), CCOCC (ether). Procedure details: A mixture containing 13.9 ml. of 3-bromo-1-propanol, 7.6 ml. of methane sulfonyl chloride and 100 ml. ether was formed. The mixture was mixed together and 14 ml. of triethylamine was added over a period of 45 minutes at 5°-10° C. and then stirred at 5°-10° C. for 1 hour. The mixture was allowed to come to room temperature and was stirred for an additional 15 minutes. To the mixture was added 100 ml. of water and the ether solution was separated and dried over magnesium sulfate and evaporated to ... Product: CS(=O)(=O)OCCCBr (3-Bromopropyl methanesulfonate). Reactants: C([O-])([O-])=O.[K+].[K+] (potassium carbonate), Cl.N1=C(CCCC1)N (3,4,5,6-tetrahydro-pyridin-2-ylamine monohydrochloride), N1=CN=C(C=C1)C(CC(=O)OCC)=O (ethyl 3-(4-pyrimidinyl)-3-oxopropionate). Reaction SMILES: Cl.[N:2]1[CH2:7][CH2:6][CH2:5][CH2:4][C:3]=1[NH2:8].C(=O)([O-])[O-].[K+].[K+].[N:15]1[CH:20]=[CH:19][C:18]([C:21](=O)[CH2:22][C:23](OCC)=[O:24])=[N:17][CH:16]=1>C(O)C>[N:15]1[CH:20]=[CH:19][C:18]([C:21]2[N:8]=[C:3]3[CH2:4][CH2:5][CH2:6][CH2:7][N:2]3[C:23](=[O:24])[CH:22]=2)=[N:17][CH:16]=1 |f:0.1,2.3.4|. Product: N1=CN=C(C=C1)C=1N=C2N(C(C1)=O)CCCC2 (2-Pyrimidin-4-yl-6,7,8,9-tetrahydro-pyrido[1,2-α]pyrimidin-4-one). The solvent is C(C)O (ethanol). Reported procedure: To a suspension of 25.0 g (185.72 mmol) of 3,4,5,6-tetrahydro-pyridin-2-ylamine monohydrochloride in 138 mL of ethanol was added 25.67 g (185.72 mmol) of potassium carbonate. The reaction mixture was stirred at room temperature for 10 min, 36.06 g (185.72 mmol) of ethyl 3-(4-pyrimidinyl)-3-oxopropionate was added and the resulting mixture was stirred under reflux for 16 h. The cooled solution was evaporated to remove solvent. The mixture was dissolved in ethylacetate, washed with a saturated aqu... Yield: 21.8%. Reaction conditions: time 10 minute. Starting materials: Cn1nc(Cl)c(Cl)c1Cl, CS(C)=O, SCc1ccc(Cl)cc1, [K+], [OH-], O. Yields the product Cn1nc(Cl)c(Cl)c1SCc1ccc(Cl)cc1. As a reaction SMILES: [CH3:12][n:13]1[n:14][c:15]([Cl:20])[c:16]([Cl:19])[c:17]1[Cl:18].[CH3:22][S:23]([CH3:24])=[O:25].[Cl:1][c:2]1[cH:3][cH:4][c:5]([CH2:6][SH:7])[cH:8][cH:9]1.[K+:11].[OH-:10].[OH2:21]>>[Cl:1][c:2]1[cH:3][cH:4][c:5]([CH2:6][S:7][c:17]2[n:13]([CH3:12])[n:14][c:15]([Cl:20])[c:16]2[Cl:19])[cH:8][cH:9]1. Starting materials: IC1=C2C=CC(=NC2=CC=C1)Cl (5-iodo-2-chloroquinoline), CC1=CC=C(O1)CN (5-methyl-2-furanmethanamine), NC=1C=CC=C2C=CNC12 (7-aminoindole). The product is N1C=CC2=CC=CC(=C12)NC=1C=2C=CC(=NC2C=CC1)NCC=1OC(=CC1)C (N5-(1H-Indol-7-yl)-N2-(5-methyl-furan-2-ylmethyl)-quinoline-2,5-diamine). Reaction SMILES: I[C:2]1[CH:11]=[CH:10][CH:9]=[C:8]2[C:3]=1[CH:4]=[CH:5][C:6](Cl)=[N:7]2.[CH3:13][C:14]1[O:18][C:17]([CH2:19][NH2:20])=[CH:16][CH:15]=1.[NH2:21][C:22]1[CH:23]=[CH:24][CH:25]=[C:26]2[C:30]=1[NH:29][CH:28]=[CH:27]2>>[NH:29]1[C:30]2[C:26](=[CH:25][CH:24]=[CH:23][C:22]=2[NH:21][C:2]2[C:3]3[CH:4]=[CH:5][C:6]([NH:20][CH2:19][C:17]4[O:18][C:14]([CH3:13])=[CH:15][CH:16]=4)=[N:7][C:8]=3[CH:9]=[CH:10][CH:11]=2)[CH:27]=[CH:28]1. Procedure: The title compound, MS: m/e=369.1 (M+H+), was prepared in accordance with the general method of example 1 from 5-iodo-2-chloroquinoline, 5-methyl-2-furanmethanamine and 7-aminoindole.